Dataset: the Open Reaction Database (ORD), a public repository of structured organic reaction records. Task: describe an organic reaction: reactants, conditions, products, and yield Reactants: C(C)(=O)O[BH-](OC(C)=O)OC(C)=O.[Na+] (sodium triacetoxyborohydride), amine, C(C1=CC=CC=C1)OCC=O (benzyloxyacetaldehyde), OCCCCN (4-hydroxybutylamine), C(C)(C)(C)[Si](C)(C)Cl (tert-butyldimethyl-silyl chloride), N1C=NC=C1 (imidazole). The solvent is ClC(C)Cl (dichloroethane), ClCCl (dichloromethane). Run at time 2 hour. Yields the product C(C1=CC=CC=C1)OCCNCCCCO[Si](C)(C)C(C)(C)C (N-[2-(Benzyloxy)ethyl]-4-{[tert-butyl(dimethyl)silyl]oxy}butan-1-amine). As a reaction SMILES: [OH:1][CH2:2][CH2:3][CH2:4][CH2:5][NH2:6].[C:7]([Si:11](Cl)([CH3:13])[CH3:12])([CH3:10])([CH3:9])[CH3:8].N1C=CN=C1.[CH2:20]([O:27][CH2:28][CH:29]=O)[C:21]1[CH:26]=[CH:25][CH:24]=[CH:23][CH:22]=1.C(O[BH-](OC(=O)C)OC(=O)C)(=O)C.[Na+]>ClCCl.ClC(Cl)C>[CH2:20]([O:27][CH2:28][CH2:29][NH:6][CH2:5][CH2:4][CH2:3][CH2:2][O:1][Si:11]([C:7]([CH3:10])([CH3:9])[CH3:8])([CH3:13])[CH3:12])[C:21]1[CH:26]=[CH:25][CH:24]=[CH:23][CH:22]=1 |f:4.5|. Reported procedure: A mixture of 4-hydroxybutylamine (4.0 g, 44.9 mmol), tert-butyldimethyl-silyl chloride (7.4 g, 49.3 mmol) and imidazole (6.7 g, 98.7 mmol) in dichloromethane (150 mL) was stirred at room temperature for 2 hours. The product mixture was washed successively with aqueous NaHCO3, water, and brine. The organic extract was dried over anhydrous sodium sulfate, filtered, and concentrated under vacuum. This intermediate silylated aminoalcohol was used without further purification. To a mixture of the ami... Reactants: Nc1cccc(-c2c(Cc3ccccc3)cnc3c(C(F)(F)F)cccc23)c1, CCOc1c(C=O)cccc1OC. The product is CCOc1c(CNc2cccc(-c3c(Cc4ccccc4)cnc4c(C(F)(F)F)cccc34)c2)cccc1OC. As a reaction SMILES: [CH2:1]([c:2]1[cH:3][cH:4][cH:5][cH:6][cH:7]1)[c:8]1[cH:9][n:10][c:11]2[c:12]([C:25]([F:26])([F:27])[F:28])[cH:13][cH:14][cH:15][c:16]2[c:17]1-[c:18]1[cH:19][c:20]([NH2:24])[cH:21][cH:22][cH:23]1.[CH2:29]([CH3:30])[O:31][c:32]1[c:33]([CH:34]=[O:35])[cH:36][cH:37][cH:38][c:39]1[O:40][CH3:41]>>[CH2:1]([c:2]1[cH:3][cH:4][cH:5][cH:6][cH:7]1)[c:8]1[cH:9][n:10][c:11]2[c:12]([C:25]([F:26])([F:27])[F:28])[cH:13][cH:14][cH:15][c:16]2[c:17]1-[c:18]1[cH:19][c:20]([NH:24][CH2:34][c:33]2[c:32]([O:31][CH2:29][CH3:30])[c:39]([O:40][CH3:41])[cH:38][cH:37][cH:36]2)[cH:21][cH:22][cH:23]1. Reactants: CCCCNc1cc(CNCc2ccccc2)cc(S(N)(=O)=O)c1Oc1ccccc1, COCCO, [Pd]. The product is CCCCNc1cc(CN)cc(S(N)(=O)=O)c1Oc1ccccc1. Reaction SMILES: [CH2:1]([CH2:2][CH2:3][CH3:4])[NH:5][c:6]1[cH:7][c:8]([CH2:9][NH:10][CH2:11][c:12]2[cH:13][cH:14][cH:15][cH:16][cH:17]2)[cH:18][c:19]([S:28]([NH2:29])(=[O:30])=[O:31])[c:20]1[O:21][c:22]1[cH:23][cH:24][cH:25][cH:26][cH:27]1.[CH3:32][O:33][CH2:34][CH2:35][OH:36].[Pd:37]>>[CH2:1]([CH2:2][CH2:3][CH3:4])[NH:5][c:6]1[cH:7][c:8]([CH2:9][NH2:10])[cH:18][c:19]([S:28]([NH2:29])(=[O:30])=[O:31])[c:20]1[O:21][c:22]1[cH:23][cH:24][cH:25][cH:26][cH:27]1. Isolated yield 30.0%. Solvent: O1CCOCC1 (dioxane). Reaction conditions: temperature 60 celsius, time 4 hour. Reactants: BrCCF (1-bromo-2-fluoroethane), N1CCC(CC1)C=1C=C2C(=CC=NC2=CC1)NC(=O)NC1=NC(=CC=C1)C(F)(F)F (1-(6-(piperidin-4-yl)quinolin-4-yl)-3-(6-(trifluoromethyl)pyridin-2-yl)urea), BrCCF (1-bromo-2-fluoroethane), C([O-])([O-])=O.[Cs+].[Cs+] (cesium carbonate), C([O-])(O)=O.[Na+] (sodium bicarbonate). Product: FCCN1CCC(CC1)C=1C=C2C(=CC=NC2=CC1)NC(=O)NC1=NC(=CC=C1)C(F)(F)F (1-{6-[1-(2-Fluoro-ethyl)-piperidin-4-yl]-quinolin-4-yl}-3-(6-trifluoromethyl-pyridin-2-yl)-urea). Reported procedure: The reaction mixture containing 0.27 g of 1-(6-(piperidin-4-yl)quinolin-4-yl)-3-(6-(trifluoromethyl)pyridin-2-yl)urea (0.650 mmol), 0.073 ml of 1-bromo-2-fluoroethane (0.975 mmol), 1.059 g of cesium carbonate (3.25 mmol) and 6.5 of dioxane was shaken in a flask at 60° C. for 4 h. Due to non complete reaction, additional 0.049 ml of 1-bromo-2-fluoroethane (0.650 mmol) were added and the reaction mixture was shaken at 60° C. for 18 h. Saturated sodium bicarbonate solution was added and the mixture... RXN SMILES: [NH:1]1[CH2:6][CH2:5][CH:4]([C:7]2[CH:8]=[C:9]3[C:14](=[CH:15][CH:16]=2)[N:13]=[CH:12][CH:11]=[C:10]3[NH:17][C:18]([NH:20][C:21]2[CH:26]=[CH:25][CH:24]=[C:23]([C:27]([F:30])([F:29])[F:28])[N:22]=2)=[O:19])[CH2:3][CH2:2]1.Br[CH2:32][CH2:33][F:34].C(=O)([O-])[O-].[Cs+].[Cs+].C(=O)(O)[O-].[Na+]>O1CCOCC1>[F:34][CH2:33][CH2:32][N:1]1[CH2:6][CH2:5][CH:4]([C:7]2[CH:8]=[C:9]3[C:14](=[CH:15][CH:16]=2)[N:13]=[CH:12][CH:11]=[C:10]3[NH:17][C:18]([NH:20][C:21]2[CH:26]=[CH:25][CH:24]=[C:23]([C:27]([F:28])([F:29])[F:30])[N:22]=2)=[O:19])[CH2:3][CH2:2]1 |f:2.3.4,5.6|. The reactants are CC(C)(C)[O-].[K+] (potassium tert-butylate), C(C)OC(CN1C[C@@H](C(C1)=O)NC(=O)C=1SC(=CC1)Cl)=O ({(S)-3-[(5-chloro-thiophene-2-carbonyl)-amino]-4-oxo-pyrrolidin-1-yl}-acetic acid ethyl ester). The reagents and catalysts are [Br-].C[P+](C1=CC=CC=C1)(C1=CC=CC=C1)C1=CC=CC=C1 (methyltriphenylphosphonium bromide). Run in C1CCOC1 (THF), C1CCOC1 (THF), CCOC(=O)C (EtOAc). Run at temperature 0 celsius. Yields the product C(C)OC(CN1C[C@@H](C(C1)=C)NC(=O)C=1SC(=CC1)Cl)=O ({(R)-3-[(5-chloro-thiophene-2-carbonyl)-amino]-4-methylene-pyrrolidin-1-yl}-acetic acid ethyl ester). Yield: 76.5%. RXN SMILES: [CH3:1]C([O-])(C)C.[K+].[CH2:7]([O:9][C:10](=[O:27])[CH2:11][N:12]1[CH2:16][C:15](=O)[C@@H:14]([NH:18][C:19]([C:21]2[S:22][C:23]([Cl:26])=[CH:24][CH:25]=2)=[O:20])[CH2:13]1)[CH3:8]>C1COCC1.[Br-].C[P+](C1C=CC=CC=1)(C1C=CC=CC=1)C1C=CC=CC=1.CCOC(C)=O>[CH2:7]([O:9][C:10](=[O:27])[CH2:11][N:12]1[CH2:16][C:15](=[CH2:1])[C@@H:14]([NH:18][C:19]([C:21]2[S:22][C:23]([Cl:26])=[CH:24][CH:25]=2)=[O:20])[CH2:13]1)[CH3:8] |f:0.1,4.5|. Procedure: 39.3 To a cooled (0° C.), stirred suspension of 44 mg potassium tert-butylate in 3 ml THF under an argon atmosphere were added 149 mg methyltriphenylphosphonium bromide. The yellow slurry was then stirred for 1 h 30, slowly warming up to room temperature. A solution of 100 mg {(S)-3-[(5-chloro-thiophene-2-carbonyl)-amino]-4-oxo-pyrrolidin-1-yl}-acetic acid ethyl ester in 2 ml THF was then added. The mixture was heated to reflux and stirred for 2 hrs. The mixture (dark brown slurry) was cooled to... As a reaction SMILES: [Br:5][c:6]1[cH:7][cH:8][c:9]([S:12](=[O:13])(=[O:14])[Cl:15])[cH:10][cH:11]1.[C:19](=[O:20])([O-:21])[O-:22].[CH2:1]1[CH2:2][NH:3][CH2:4]1.[Cl:16][CH2:17][Cl:18].[K+:23].[K+:24]>>[CH2:1]1[CH2:2][N:3]([S:12]([c:9]2[cH:8][cH:7][c:6]([Br:5])[cH:11][cH:10]2)(=[O:13])=[O:14])[CH2:4]1. The reactants are O=S(=O)(Cl)c1ccc(Br)cc1, O=C([O-])[O-], C1CNC1, ClCCl, [K+], [K+]. The product is O=S(=O)(c1ccc(Br)cc1)N1CCC1. Starting materials: [BH4-], CCCCCCCCCCCCCCCCCC(=O)NC(C(=O)OCC)C(O)CCCCCCCCCCCCCCC, C1CCOC1, [Ca+2], [Cl-], [Cl-], Cl, [Na+], O. Yields the product CCCCCCCCCCCCCCCCCC(=O)NC(CO)C(O)CCCCCCCCCCCCCCC. As a reaction SMILES: [BH4-:44].[C:1]([CH2:2][CH2:3][CH2:4][CH2:5][CH2:6][CH2:7][CH2:8][CH2:9][CH2:10][CH2:11][CH2:12][CH2:13][CH2:14][CH2:15][CH2:16][CH2:17][CH3:18])(=[O:19])[NH:20][CH:21]([C:22](=[O:23])[O:24][CH2:25][CH3:26])[CH:27]([CH2:28][CH2:29][CH2:30][CH2:31][CH2:32][CH2:33][CH2:34][CH2:35][CH2:36][CH2:37][CH2:38][CH2:39][CH2:40][CH2:41][CH3:42])[OH:43].[CH2:51]1[O:52][CH2:53][CH2:54][CH2:55]1.[Ca+2:48].[Cl-:46].[Cl-:47].[ClH:49].[Na+:45].[OH2:50]>>[C:1]([CH2:2][CH2:3][CH2:4][CH2:5][CH2:6][CH2:7][CH2:8][CH2:9][CH2:10][CH2:11][CH2:12][CH2:13][CH2:14][CH2:15][CH2:16][CH2:17][CH3:18])(=[O:19])[NH:20][CH:21]([CH2:22][OH:23])[CH:27]([CH2:28][CH2:29][CH2:30][CH2:31][CH2:32][CH2:33][CH2:34][CH2:35][CH2:36][CH2:37][CH2:38][CH2:39][CH2:40][CH2:41][CH3:42])[OH:43]. Reactants: CCOC(=O)c1ccc(C(C)n2nc(-c3cc(C(F)(F)F)ccc3F)cc2-c2ccc3cc(OC)ccc3c2)cc1, [Na+], [OH-], O. Yields the product COc1ccc2cc(-c3cc(-c4cc(C(F)(F)F)ccc4F)nn3C(C)c3ccc(C(=O)O)cc3)ccc2c1. RXN SMILES: [F:1][c:2]1[c:3](-[c:12]2[n:13][n:14]([CH:29]([CH3:30])[c:31]3[cH:32][cH:33][c:34]([C:35](=[O:36])[O:37][CH2:38][CH3:39])[cH:40][cH:41]3)[c:15](-[c:17]3[cH:18][c:19]4[cH:20][cH:21][c:22]([O:27][CH3:28])[cH:23][c:24]4[cH:25][cH:26]3)[cH:16]2)[cH:4][c:5]([C:8]([F:9])([F:10])[F:11])[cH:6][cH:7]1.[Na+:43].[OH-:42].[OH2:44]>>[F:1][c:2]1[c:3](-[c:12]2[n:13][n:14]([CH:29]([CH3:30])[c:31]3[cH:32][cH:33][c:34]([C:35](=[O:36])[OH:37])[cH:40][cH:41]3)[c:15](-[c:17]3[cH:18][c:19]4[cH:20][cH:21][c:22]([O:27][CH3:28])[cH:23][c:24]4[cH:25][cH:26]3)[cH:16]2)[cH:4][c:5]([C:8]([F:9])([F:10])[F:11])[cH:6][cH:7]1. Reactants: ClC=1C=C(C=CC1N(C)C)C(/C=C/C(=O)N1CCC(CC1)N1C(NC2=CC=CC=C2C1)=O)=O ((E)-3-{1-[4-(3-chloro-4-dimethylaminophenyl)-1,4-dioxo-2-buten-1-yl]-4-piperidinyl}-3,4-dihydro-2(1H)-quinazolinone), [K+].[Br-] (KBr), C (charcoal), [H][H] (hydrogen). The reagents and catalysts are [Pt] (platinum). Solvent: C(C)O.C1CCOC1 (ethanol THF). Product: ClC=1C=C(C=CC1N(C)C)C(CCC(=O)N1CCC(CC1)N1C(NC2=CC=CC=C2C1)=O)=O (3-{1-[4-(3-chloro-4-dimethylaminophenyl)-1,4-dioxobutyl]-4-piperidinyl}-3,4-dihydro-2(1H)-quinazolinone). Reaction SMILES: [Cl:1][C:2]1[CH:3]=[C:4]([C:11](=[O:33])/[CH:12]=[CH:13]/[C:14]([N:16]2[CH2:21][CH2:20][CH:19]([N:22]3[CH2:31][C:30]4[C:25](=[CH:26][CH:27]=[CH:28][CH:29]=4)[NH:24][C:23]3=[O:32])[CH2:18][CH2:17]2)=[O:15])[CH:5]=[CH:6][C:7]=1[N:8]([CH3:10])[CH3:9].C.[H][H].[K+].[Br-]>C(O)C.C1COCC1.[Pt]>[Cl:1][C:2]1[CH:3]=[C:4]([C:11](=[O:33])[CH2:12][CH2:13][C:14]([N:16]2[CH2:21][CH2:20][CH:19]([N:22]3[CH2:31][C:30]4[C:25](=[CH:26][CH:27]=[CH:28][CH:29]=4)[NH:24][C:23]3=[O:32])[CH2:18][CH2:17]2)=[O:15])[CH:5]=[CH:6][C:7]=1[N:8]([CH3:10])[CH3:9] |f:3.4,5.6|. Reported procedure: A solution of 1.05 g (2.248 mmol) of (E)-3-{1-[4-(3-chloro-4-dimethylaminophenyl)-1,4-dioxo-2-buten-1-yl]-4-piperidinyl}-3,4-dihydro-2(1H)-quinazolinone (Item no. 104) in 110 ml of an ethanol-THF mixture (10/1 v/v) was hydrogenated at ambient temperature in the presence of 0.5 g of platinum on active charcoal until the uptake of hydrogen had ended. The mixture was freed from catalyst and solvent and purified by chromatography on silica gel using dichloromethane/methanol/conc. ammonia (95/5/0.3 v...